Task: describe an organic reaction: reactants, conditions, products, and yield. Dataset: the Open Reaction Database (ORD), a public repository of structured organic reaction records Starting materials: [Br-], CC(Cc1ccc2c(c1)OC(C(=O)OCC(C)(C)C)(C(=O)OCC(C)(C)C)O2)NCC(O)c1cccc(Cl)c1, CS(C)=O, ClC(Cl)Cl, [K+]. The product is CC(Cc1ccc2c(c1)OC(C(=O)O)(C(=O)OCC(C)(C)C)O2)NCC(O)c1cccc(Cl)c1. Reaction SMILES: [Br-:44].[CH3:1][C:2]([CH2:3][O:4][C:5](=[O:6])[C:7]1([C:30](=[O:31])[O:32][CH2:33][C:34]([CH3:35])([CH3:36])[CH3:37])[O:8][c:9]2[c:10]([cH:12][cH:13][c:14]([CH2:16][CH:17]([CH3:18])[NH:19][CH2:20][CH:21]([OH:22])[c:23]3[cH:24][c:25]([Cl:29])[cH:26][cH:27][cH:28]3)[cH:15]2)[O:11]1)([CH3:38])[CH3:39].[CH3:40][S:41]([CH3:42])=[O:43].[Cl:46][CH:47]([Cl:48])[Cl:49].[K+:45]>>[CH3:1][C:2]([CH2:3][O:4][C:5](=[O:6])[C:7]1([C:30](=[O:31])[OH:32])[O:8][c:9]2[c:10]([cH:12][cH:13][c:14]([CH2:16][CH:17]([CH3:18])[NH:19][CH2:20][CH:21]([OH:22])[c:23]3[cH:24][c:25]([Cl:29])[cH:26][cH:27][cH:28]3)[cH:15]2)[O:11]1)([CH3:38])[CH3:39].